The task is: describe an organic reaction: reactants, conditions, products, and yield. This data is from the Open Reaction Database (ORD), a public repository of structured organic reaction records. The reactants are C(C)(C)C(=O)C (isopropylmethylketone), C(CC)C(OC1=C(C(=C(C(=C1F)F)F)F)F)C(=O)C(CCC)OC1=C(C(=C(C(=C1F)F)F)F)F (Propyl-pentafluorophenoxymethyl-ketone), CC(CCC)=O (2-pentanone). Product: C(C)(C)C(OC1=C(C(=C(C(=C1F)F)F)F)F)C(=O)C(C(C)C)OC1=C(C(=C(C(=C1F)F)F)F)F (Isopropyl-pentafluorophenoxymethyl-ketone). Reaction SMILES: [CH:1]([C:4]([CH3:6])=O)(C)C.C([CH:10]([C:23]([CH:25]([O:29][C:30]1[C:35]([F:36])=[C:34]([F:37])[C:33]([F:38])=[C:32]([F:39])[C:31]=1[F:40])CCC)=[O:24])[O:11][C:12]1[C:17]([F:18])=[C:16]([F:19])[C:15]([F:20])=[C:14]([F:21])[C:13]=1[F:22])CC.[CH3:41][C:42](=O)[CH2:43]CC>>[CH:4]([CH:25]([C:23]([CH:10]([O:11][C:12]1[C:13]([F:22])=[C:14]([F:21])[C:15]([F:20])=[C:16]([F:19])[C:17]=1[F:18])[CH:42]([CH3:43])[CH3:41])=[O:24])[O:29][C:30]1[C:35]([F:36])=[C:34]([F:37])[C:33]([F:38])=[C:32]([F:39])[C:31]=1[F:40])([CH3:6])[CH3:1]. Procedure: This compound is prepared from isopropylmethylketone by the same procedure used to prepare compound 60 from 2-pentanone.